Dataset: the Open Reaction Database (ORD), a public repository of structured organic reaction records. Task: describe an organic reaction: reactants, conditions, products, and yield RXN SMILES: [C:3]([c:4]1[cH:5][n:6][cH:7][cH:8][cH:9]1)(=[O:10])[NH:11][CH2:12][CH2:13][O:14][C:15](=[O:16])[C:17]1=[C:18]([CH3:47])[NH:19][C:20]([CH3:46])=[C:21]([C:32](=[O:33])[O:34][CH2:35][CH2:36][NH:37][C:38](=[O:39])[c:40]2[cH:41][cH:42][cH:43][n:44][cH:45]2)[CH:22]1[c:23]1[cH:24][c:25]([N+:29](=[O:30])[O-:31])[cH:26][cH:27][cH:28]1.[ClH:1].[ClH:2].[OH2:48]>>[C:3]([c:4]1[cH:5][n:6][cH:7][cH:8][cH:9]1)(=[O:10])[NH:11][CH2:12][CH2:13][O:14][C:15](=[O:16])[C:17]1=[C:18]([CH3:47])[NH:19][C:20]([CH3:46])=[C:21]([C:32](=[O:33])[OH:34])[CH:22]1[c:23]1[cH:24][c:25]([N+:29](=[O:30])[O-:31])[cH:26][cH:27][cH:28]1. Starting materials: CC1=C(C(=O)OCCNC(=O)c2cccnc2)C(c2cccc([N+](=O)[O-])c2)C(C(=O)OCCNC(=O)c2cccnc2)=C(C)N1, Cl, Cl, O. Yields the product CC1=C(C(=O)O)C(c2cccc([N+](=O)[O-])c2)C(C(=O)OCCNC(=O)c2cccnc2)=C(C)N1. As a reaction SMILES: [C:54](=[O:55])([O-:56])[O-:57].[CH2:32]([CH3:33])[c:34]1[s:35][c:36]([CH3:53])[c:37]([CH:39]=[CH:40][c:41]2[c:42]([OH:52])[n:43][n:44](-[c:46]3[cH:47][cH:48][cH:49][cH:50][cH:51]3)[cH:45]2)[n:38]1.[CH3:60][N:61]([CH3:62])[CH:63]=[O:64].[Cl:1][CH2:2][c:3]1[cH:4][c:5]([O:29][CH3:30])[c:6]([O:7][CH2:8][c:9]2[n:10][c:11](-[c:15]3[cH:16][cH:17][c:18]([CH2:21][C:22](=[O:23])[O:24][CH2:25][CH3:26])[cH:19][cH:20]3)[o:12][c:13]2[CH3:14])[cH:27][cH:28]1.[ClH:31].[K+:58].[K+:59].[OH2:65]>>[CH2:2]([c:3]1[cH:4][c:5]([O:29][CH3:30])[c:6]([O:7][CH2:8][c:9]2[n:10][c:11](-[c:15]3[cH:16][cH:17][c:18]([CH2:21][C:22](=[O:23])[O:24][CH2:25][CH3:26])[cH:19][cH:20]3)[o:12][c:13]2[CH3:14])[cH:27][cH:28]1)[O:52][c:42]1[c:41]([CH:40]=[CH:39][c:37]2[c:36]([CH3:53])[s:35][c:34]([CH2:32][CH3:33])[n:38]2)[cH:45][n:44](-[c:46]2[cH:47][cH:48][cH:49][cH:50][cH:51]2)[n:43]1. The reactants are O=C([O-])[O-], CCc1nc(C=Cc2cn(-c3ccccc3)nc2O)c(C)s1, CN(C)C=O, CCOC(=O)Cc1ccc(-c2nc(COc3ccc(CCl)cc3OC)c(C)o2)cc1, Cl, [K+], [K+], O. Yields the product CCOC(=O)Cc1ccc(-c2nc(COc3ccc(COc4nn(-c5ccccc5)cc4C=Cc4nc(CC)sc4C)cc3OC)c(C)o2)cc1.